The task is: describe an organic reaction: reactants, conditions, products, and yield. This data is from the Open Reaction Database (ORD), a public repository of structured organic reaction records. Starting materials: C[C@@H]1CN(CCN1)C=1C=CC=2N(N1)C(=NN2)C(F)(F)F (6-[(3R)-3-methylpiperazin-1-yl]-3-(trifluoromethyl)-[1,2,4]triazolo[4,3-b]pyridazine), N1=CC=C(C=C1)C=O (pyridine-4-carboxaldehyde). The product is C[C@@H]1CN(CCN1CC1=CC=NC=C1)C=1C=CC=2N(N1)C(=NN2)C(F)(F)F (6-[(3R)-3-methyl-4-(pyridin-4-ylmethyl)piperazin-1-yl]-3-(trifluoromethyl)[1,2,4]triazolo[4,3-b]pyridazine). Yield: 58.0%. As a reaction SMILES: [CH3:1][C@H:2]1[NH:7][CH2:6][CH2:5][N:4]([C:8]2[CH:9]=[CH:10][C:11]3[N:12]([C:14]([C:17]([F:20])([F:19])[F:18])=[N:15][N:16]=3)[N:13]=2)[CH2:3]1.[N:21]1[CH:26]=[CH:25][C:24]([CH:27]=O)=[CH:23][CH:22]=1>>[CH3:1][C@H:2]1[N:7]([CH2:27][C:24]2[CH:25]=[CH:26][N:21]=[CH:22][CH:23]=2)[CH2:6][CH2:5][N:4]([C:8]2[CH:9]=[CH:10][C:11]3[N:12]([C:14]([C:17]([F:18])([F:20])[F:19])=[N:15][N:16]=3)[N:13]=2)[CH2:3]1. Reported procedure: Obtained in 58% yield by General Synthetic Method 5, starting from 6-[(3R)-3-methylpiperazin-1-yl]-3-(trifluoromethyl)-[1,2,4]triazolo[4,3-b]pyridazine (obtained as described in Example 564, preparation of starting materials) and pyridine-4-carboxaldehyde.